This data is from the Open Reaction Database (ORD), a public repository of structured organic reaction records. The task is: describe an organic reaction: reactants, conditions, products, and yield Reactants: BrC(C(=O)C1=CC=C(C=C1)Cl)C (2-bromo-4'-chloropropiophenone), C1(=CC=CC=C1)P(C1=CC=CC=C1)C1=CC=CC=C1 (triphenyl phosphine). Solvent: C(C)#N (acetonitrile). Yields the product [Br-].C1(=CC=CC=C1)[P+](C(C(=O)C1=CC=C(C=C1)Cl)C)(C1=CC=CC=C1)C1=CC=CC=C1 (triphenyl[1-(4-chlorophenyl)-1-oxo-2-propyl]-phosphonium bromide). Isolated yield 66.0%. RXN SMILES: [Br:1][CH:2]([CH3:12])[C:3]([C:5]1[CH:10]=[CH:9][C:8]([Cl:11])=[CH:7][CH:6]=1)=[O:4].[C:13]1([P:19]([C:26]2[CH:31]=[CH:30][CH:29]=[CH:28][CH:27]=2)[C:20]2[CH:25]=[CH:24][CH:23]=[CH:22][CH:21]=2)[CH:18]=[CH:17][CH:16]=[CH:15][CH:14]=1>C(#N)C>[Br-:1].[C:26]1([P+:19]([C:13]2[CH:14]=[CH:15][CH:16]=[CH:17][CH:18]=2)([C:20]2[CH:25]=[CH:24][CH:23]=[CH:22][CH:21]=2)[CH:2]([CH3:12])[C:3]([C:5]2[CH:10]=[CH:9][C:8]([Cl:11])=[CH:7][CH:6]=2)=[O:4])[CH:27]=[CH:28][CH:29]=[CH:30][CH:31]=1 |f:3.4|. Procedure: The 2-bromo-4'-chloropropiophenone (58.1 g), which had been prepared in Example 5, and triphenyl phosphine (61.6 g) were dissolved in 250 ml of acetonitrile. The resulting solution was heated under reflex for 1.5 hours. After the completion of the reaction, the reaction mixture was cooled with ice, and the crystalline material thus formed was separated by filtration, washed with cold acetonitrile and dried in air to give triphenyl[1-(4-chlorophenyl)-1-oxo-2-propyl]-phosphonium bromide (79.0 g). ... Starting materials: C(C)OC(=O)[C@@H]1CNCC[C@@H]1NC(=O)OCC1=CC=CC=C1 ((3R,4S)-4-benzyloxycarbonylamino-piperidine-3-carboxylic acid ethyl ester), BrCCO (2-bromo-ethanol), ClC1=NC2=CC(=CC=C2N=C1)OC (2-chloro-7-methoxy-quinoxaline). Product: C(C)OC(=O)[C@@H]1CN(CC[C@@H]1NC(=O)OCC1=CC=CC=C1)CCOC1=NC2=CC(=CC=C2N=C1)OC ((3R,4S)-4-benzyloxycarbonylamino-1-[2-(7-methoxy-quinoxalin-2-yloxy)-ethyl]-piperidine-3-carboxylic acid ethyl ester). As a reaction SMILES: [CH2:1]([O:3][C:4]([C@H:6]1[C@@H:11]([NH:12][C:13]([O:15][CH2:16][C:17]2[CH:22]=[CH:21][CH:20]=[CH:19][CH:18]=2)=[O:14])[CH2:10][CH2:9][NH:8][CH2:7]1)=[O:5])[CH3:2].Br[CH2:24][CH2:25][OH:26].Cl[C:28]1[CH:37]=[N:36][C:35]2[C:30](=[CH:31][C:32]([O:38][CH3:39])=[CH:33][CH:34]=2)[N:29]=1>>[CH2:1]([O:3][C:4]([C@H:6]1[C@@H:11]([NH:12][C:13]([O:15][CH2:16][C:17]2[CH:18]=[CH:19][CH:20]=[CH:21][CH:22]=2)=[O:14])[CH2:10][CH2:9][N:8]([CH2:24][CH2:25][O:26][C:28]2[CH:37]=[N:36][C:35]3[C:30](=[CH:31][C:32]([O:38][CH3:39])=[CH:33][CH:34]=3)[N:29]=2)[CH2:7]1)=[O:5])[CH3:2]. Procedure: The title compound is prepared as a yellow oil following Scheme 1 and in analogy to Example 1 using (3R,4S)-4-benzyloxycarbonylamino-piperidine-3-carboxylic acid ethyl ester (prepared according to procedures described in WO2005/066176), 2-bromo-ethanol and 2-chloro-7-methoxy-quinoxaline as starting materials. The reactants are C1COCCO1, Clc1cc(N2CCOCC2)n2nc(-c3cncnc3)cc2n1, NN, O. The product is NNc1cc(N2CCOCC2)n2nc(-c3cncnc3)cc2n1. As a reaction SMILES: [CH2:26]1[O:27][CH2:28][CH2:29][O:30][CH2:31]1.[Cl:1][c:2]1[n:3][c:4]2[n:5]([c:6]([N:8]3[CH2:9][CH2:10][O:11][CH2:12][CH2:13]3)[cH:7]1)[n:14][c:15](-[c:17]1[cH:18][n:19][cH:20][n:21][cH:22]1)[cH:16]2.[NH2:24][NH2:25].[OH2:23]>>[c:2]1([NH:24][NH2:25])[n:3][c:4]2[n:5]([c:6]([N:8]3[CH2:9][CH2:10][O:11][CH2:12][CH2:13]3)[cH:7]1)[n:14][c:15](-[c:17]1[cH:18][n:19][cH:20][n:21][cH:22]1)[cH:16]2. Reactants: CC(C)(C)O, CC=C(C)C, CCOC(=O)c1cc2c(nc1COc1ccc(C=O)cc1)CCCCC2, ClC(Cl)Cl, [O-][Cl+][O-], [Na+], [Na+], O, O, O, O=P([O-])(O)O. Yields the product CCOC(=O)c1cc2c(nc1COc1ccc(C(=O)O)cc1)CCCCC2. RXN SMILES: [CH3:40][C:41]([OH:42])([CH3:43])[CH3:44].[CH3:45][C:46](=[CH:47][CH3:48])[CH3:49].[CH:1](=[O:2])[c:3]1[cH:4][cH:5][c:6]([O:7][CH2:8][c:9]2[c:10]([C:20](=[O:21])[O:22][CH2:23][CH3:24])[cH:11][c:12]3[c:13]([n:14]2)[CH2:15][CH2:16][CH2:17][CH2:18][CH2:19]3)[cH:25][cH:26]1.[CH:50]([Cl:51])([Cl:52])[Cl:53].[Cl+:27]([O-:28])[O-:29].[Na+:30].[Na+:38].[OH2:31].[OH2:32].[OH2:39].[P:33]([O-:34])([OH:35])([OH:36])=[O:37]>>[C:1](=[O:2])([c:3]1[cH:4][cH:5][c:6]([O:7][CH2:8][c:9]2[c:10]([C:20](=[O:21])[O:22][CH2:23][CH3:24])[cH:11][c:12]3[c:13]([n:14]2)[CH2:15][CH2:16][CH2:17][CH2:18][CH2:19]3)[cH:25][cH:26]1)[OH:28]. The reactants are C1(=CC=C(C=C1)S(=O)(=O)O)C (para-toluenesulfonic acid), C(CO)O (1,2-ethanediol), CCCC=S (3-methylthiopropionaldehyde). The solvent is C1CCCCC1 (cyclohexane). Conditions: time 30 minute. Product: CSCCC1OCCO1 (2-[2-(METHYLTHIO)ETHYL]-1,3-DIOXOLANE). Reaction SMILES: C1(C)[CH:6]=[CH:5][C:4]([S:7](O)(=O)=O)=CC=1.[CH2:12]([OH:15])[CH2:13][OH:14].[CH3:16]CCC=S>C1CCCCC1>[CH3:16][S:7][CH2:4][CH2:5][CH:6]1[O:15][CH2:12][CH2:13][O:14]1. Procedure details: Into a 100 ml reaction flask equipped with spin bar, reflux condenser, heating mantle and hot plate with magnetic stirring apparatus is placed 5 ml cyclohexane, 0.2 grams para-toluenesulfonic acid and 3.1 grams (0.05 moles) of 1,2-ethanediol. Over a period of 30 minutes, 5.2 grams (0.05 moles) of 3-methylthiopropionaldehyde is added to the reaction mass. The reaction mass is then heated to reflux and during reflux, water of formation is removed. The refluxing continues for a period of 9 hours. A... Reactants: C1(=CC=CC=C1)CCCCCCCCCCCC (1-phenyldodecane), OS(=O)(=O)O (H2SO4), [OH-].[K+] (KOH). Run at temperature 90 celsius, time 1 hour. Product: C(CCCCCCCCCCC)C1=CC=C(C=C1)S(=O)(=O)[O-].[K+] (potassium 4-dodecylbenzene sulfonate). Yield: 84.0%. RXN SMILES: [C:1]1([CH2:7][CH2:8][CH2:9][CH2:10][CH2:11][CH2:12][CH2:13][CH2:14][CH2:15][CH2:16][CH2:17][CH3:18])[CH:6]=[CH:5][CH:4]=[CH:3][CH:2]=1.[OH:19][S:20](O)(=[O:22])=[O:21].[OH-].[K+:25]>>[CH2:7]([C:1]1[CH:6]=[CH:5][C:4]([S:20]([O-:22])(=[O:21])=[O:19])=[CH:3][CH:2]=1)[CH2:8][CH2:9][CH2:10][CH2:11][CH2:12][CH2:13][CH2:14][CH2:15][CH2:16][CH2:17][CH3:18].[K+:25] |f:2.3,4.5|. Procedure details: A mixture of 1-phenyldodecane (7.5 g, 30.5 mmol) and concentrated H2SO4 (8.4 mL) was stirred vigorously at 90° C. for 1 h, cooled to room temperature, and then gradually poured with stirring into 10% aqueous KOH solution (175 mL). The resulting white precipitate was collected by filtration, washed with cold water (40 mL) and dried to give potassium 4-dodecylbenzene sulfonate (10.6 g, 29.1 mmol, 84%). This salt (10.0 g, 27.5 mmol) and POCl3 (4.2 g, 27.4 mmol) were stirred at room temperature and ... The reactants are N(=N\C(=O)OC(C)C)/C(=O)OC(C)C ((E)-diisopropyl diazene-1,2-dicarboxylate), FC(CCCN1C(=NC2=NC=CC=C21)CO)F ((1-(4,4-difluorobutyl)-1H-imidazo[4,5-b]pyridin-2-yl)methanol), C1(CC1)N1C(NC=2C=NC=CC21)=O (1-cyclopropyl-1H-imidazo[4,5-c]pyridin-2(3H)-one), C1(=CC=CC=C1)P(C1=CC=CC=C1)C1=CC=CC=C1 (triphenylphosphine). Run in C1CCOC1 (THF). Run at time 16 hour. Yields the product C1(CC1)N1C(N(C=2C=NC=CC21)CC=2N(C=1C(=NC=CC1)N2)CCCC(F)F)=O (1-cyclopropyl-3-((1-(4,4-difluorobutyl)-1H-imidazo[4,5-b]pyridin-2-yl)methyl)-1H-imidazo[4,5-c]pyridin-2(3H)-one). Isolated yield 59.4%. Reaction SMILES: [F:1][CH:2]([F:17])[CH2:3][CH2:4][CH2:5][N:6]1[C:14]2[C:9](=[N:10][CH:11]=[CH:12][CH:13]=2)[N:8]=[C:7]1[CH2:15]O.[CH:18]1([N:21]2[C:29]3[CH:28]=[CH:27][N:26]=[CH:25][C:24]=3[NH:23][C:22]2=[O:30])[CH2:20][CH2:19]1.C1(P(C2C=CC=CC=2)C2C=CC=CC=2)C=CC=CC=1.N(/C(OC(C)C)=O)=N\C(OC(C)C)=O>C1COCC1>[CH:18]1([N:21]2[C:29]3[CH:28]=[CH:27][N:26]=[CH:25][C:24]=3[N:23]([CH2:15][C:7]3[N:6]([CH2:5][CH2:4][CH2:3][CH:2]([F:17])[F:1])[C:14]4[C:9]([N:8]=3)=[N:10][CH:11]=[CH:12][CH:13]=4)[C:22]2=[O:30])[CH2:20][CH2:19]1. Procedure details: To a suspension of (1-(4,4-difluorobutyl)-1H-imidazo[4,5-b]pyridin-2-yl)methanol 43-5 (470 mg, 1.9 mmol), 1-cyclopropyl-1H-imidazo[4,5-c]pyridin-2(3H)-one 10-d (431 mg, 2.3 mmol) and triphenylphosphine (613 mg, 2 3 mmol) in 14 ml dry THF was added (E)-diisopropyl diazene-1,2-dicarboxylate (0.6 ml, 2.9 mmol) at room temperature. The reaction mixture was stirred at room temperature for 16 hours. The precipitate was filtered off and washed with some diethyl ether to obtain the title product as a wh... The reactants are C(C(C)C)OC1=C(C=C(C=C1)C=1C=CC(NN1)=O)OC (6-(4-isobutoxy-3-methoxyphenyl)-3[2H ]pyridazinone), COC=1C=C(C=CC1OCCC)C=1C=CC(NN1)=O (6-(3-methoxy-4-n-propoxyphenyl)-3[2H ]pyridazinone), C(C(C)C)OC=1C=C(C=CC1OC)C=1C=CC(NN1)=O (6-(3-isobutoxy-4-methoxyphenyl)-3[2H]pyridazinone), C(C)OC=1C=C(C=CC1OC)C=1C=CC(NN1)=O (6-(3-ethoxy-4-methoxyphenyl )-3[2H]pyridazinone). Yields the product C(C)(C)OC=1C=C(C=CC1OC)C=1C=CC(NN1)=O (6-(3-Isopropoxy-4-methoxyphenyl)-3[2H]pyridazinone). RXN SMILES: [CH2:1](OC1C=CC(C2C=CC(=O)NN=2)=CC=1OC)C(C)C.[CH2:21]([O:25][C:26]1[CH:27]=[C:28]([C:34]2[CH:35]=[CH:36][C:37](=[O:40])[NH:38][N:39]=2)[CH:29]=[CH:30][C:31]=1[O:32][CH3:33])[CH:22](C)C.C(OC1C=C(C2C=CC(=O)NN=2)C=CC=1OC)C.COC1C=C(C2C=CC(=O)NN=2)C=CC=1OCCC>>[CH:21]([O:25][C:26]1[CH:27]=[C:28]([C:34]2[CH:35]=[CH:36][C:37](=[O:40])[NH:38][N:39]=2)[CH:29]=[CH:30][C:31]=1[O:32][CH3:33])([CH3:22])[CH3:1]. Procedure: The following are obtained analogously: 6-(4-isobutoxy-3-methoxyphenyl)-3[2H ]pyridazinone, m.p. 184°, 42.2% of theory, 6-(3-isobutoxy-4-methoxyphenyl)-3[2H]pyridazinone, m.p. 186°, 58.4% of theory, 6-(3-ethoxy-4-methoxyphenyl )-3[2H]pyridazinone, m.p. 171°, 73.1% of theory and 6-(3-methoxy-4-n-propoxyphenyl)-3[2H ]pyridazinone, m.p. 173°, 66.3% of theory. The reactants are FC1=C2C(=C3C(CCC(C3=C(C2=C(C(=C1F)F)F)O)=O)=O)O (5,6,7,8-tetrafluoro-9,10-dihydroxy-2,3-dihydroanthracene-1,4-dione), [Cl-].[Na+] (sodium chloride), Cl (hydrochloric acid), FC1=C2C(OC(C2=C(C(=C1F)F)F)=O)=O (4,5,6,7-tetrafluoroisobenzofuran-1,3-dione), [Cl-].[Al+3].[Cl-].[Cl-] (aluminum chloride). Conditions: time 1 hour. The product is FC1=C(C(=C(C2=C(C=3C(C4=C(C5=C(C(=C(C(=C5C(=C4C(C3C(=C12)O)=O)O)F)F)F)F)O)=O)O)F)F)F (1,2,3,4,8,9,10,11-octafluoro-5,7,12,14-tetrahydroxypentacene-6,13-dione). Isolated yield 85.3%. As a reaction SMILES: [F:1][C:2]1[C:15]([F:16])=[C:14]([F:17])[C:13]([F:18])=[C:12]2[C:3]=1[C:4]([OH:22])=[C:5]1[C:10](=[C:11]2[OH:19])[C:9](=[O:20])[CH2:8][CH2:7][C:6]1=[O:21].[F:23][C:24]1[C:32]([F:33])=[C:31]([F:34])[C:30]([F:35])=[C:29]2[C:25]=1[C:26](=[O:37])[O:27][C:28]2=O.[Cl-].[Al+3].[Cl-].[Cl-].[Cl-].[Na+].Cl>>[F:1][C:2]1[C:3]2[C:12](=[C:11]([OH:19])[C:10]3[C:9](=[O:20])[C:8]4[C:7]([C:6](=[O:21])[C:5]=3[C:4]=2[OH:22])=[C:28]([OH:27])[C:29]2[C:25](=[C:24]([F:23])[C:32]([F:33])=[C:31]([F:34])[C:30]=2[F:35])[C:26]=4[OH:37])[C:13]([F:18])=[C:14]([F:17])[C:15]=1[F:16] |f:2.3.4.5,6.7|. Procedure: 5,6,7,8-tetrafluoro-9,10-dihydroxy-2,3-dihydroanthracene-1,4-dione (1) (9.84 g, 31.3 mmol), 4,5,6,7-tetrafluoroisobenzofuran-1,3-dione (2) (5.75 g, 26.1 mmol), aluminum chloride (1.53 g, 11.5 mmol), and sodium chloride (10.0 g, 171 mmol) were thrown into a 200 mL autoclave made of SUS and heating was made at 280° C. for 1 hour. After the completion of the reaction, cooling was made down to room temperature, the reaction mixture was poured into dilute hydrochloric acid, and stirring was made at 1... Starting materials: CO, CN(C)C=O, N#Cc1c(Cl)nc(Sc2ccccc2)c(C#N)c1-c1ccccc1, O, NCCO. Product: N#Cc1c(NCCO)nc(Sc2ccccc2)c(C#N)c1-c1ccccc1. As a reaction SMILES: [CH3:29][OH:30].[CH3:32][N:33]([CH3:34])[CH:35]=[O:36].[Cl:1][c:2]1[n:3][c:4]([S:18][c:19]2[cH:20][cH:21][cH:22][cH:23][cH:24]2)[c:5]([C:16]#[N:17])[c:6](-[c:10]2[cH:11][cH:12][cH:13][cH:14][cH:15]2)[c:7]1[C:8]#[N:9].[OH2:31].[OH:25][CH2:26][CH2:27][NH2:28]>>[c:2]1([NH:28][CH2:27][CH2:26][OH:25])[n:3][c:4]([S:18][c:19]2[cH:20][cH:21][cH:22][cH:23][cH:24]2)[c:5]([C:16]#[N:17])[c:6](-[c:10]2[cH:11][cH:12][cH:13][cH:14][cH:15]2)[c:7]1[C:8]#[N:9].